This data is from the Open Reaction Database (ORD), a public repository of structured organic reaction records. The task is: describe an organic reaction: reactants, conditions, products, and yield Reactants: NC1=C(C(=O)O)C=C(C=C1)Br (2-Amino-5-bromobenzoic acid), CO (MeOH), OS(=O)(=O)O (H2SO4). The product is COC(C1=C(C=CC(=C1)Br)N)=O (Methyl-2-amino-5-bromobenzoate). The yield is 76.0%. As a reaction SMILES: [NH2:1][C:2]1[CH:10]=[CH:9][C:8]([Br:11])=[CH:7][C:3]=1[C:4]([OH:6])=[O:5].OS(O)(=O)=O.[CH3:17]O>>[CH3:17][O:5][C:4](=[O:6])[C:3]1[CH:7]=[C:8]([Br:11])[CH:9]=[CH:10][C:2]=1[NH2:1]. Reported procedure: 2-Amino-5-bromobenzoic acid (80 g, 0.37 mmol) was dissolved in MeOH (600 mL) and a solution of H2SO4 (50 mL) was slowly added. The reaction mixture was refluxed for 72 h, then concentrated. NaOH solution was added to adjust the pH to 10-11. The mixture was extracted with EtOAc (3×500 mL). The combined organic layer was dried over MgSO4, concentrated to afford the desired compound (65 g, yield: 76%) as a colorless oil, which is used directly in the next step without purification. The reactants are N(N)C1=CC(N(C(N1CC(C)C)=O)C)=O (6-hydrazino-1-isobutyl-3-methylpyrimidine-2,4(1H,3H)-dione), C1(=CC=CC2=CC=CC=C12)C=O (1-naphthaldehyde), C(=O)C=1C=C(C(=O)O)C=CC1 (3-formylbenzoic acid). Yields the product C(C(C)C)N1C(N(C(C=2C1=NN(C2C=2C=C(C(=O)O)C=CC2)CC2=CC=CC1=CC=CC=C21)=O)C)=O (3-[7-isobutyl-5-methyl-2-(1-naphthylmethyl)-4,6-dioxo-4,5,6,7-tetrahydro-2H-pyrazolo[3,4-d]pyrimidin-3-yl]benzoic acid). RXN SMILES: [NH:1]([C:3]1[N:8]([CH2:9][CH:10]([CH3:12])[CH3:11])[C:7](=[O:13])[N:6]([CH3:14])[C:5](=[O:15])[CH:4]=1)[NH2:2].[C:16]1([CH:26]=O)[C:25]2[C:20](=[CH:21][CH:22]=[CH:23][CH:24]=2)[CH:19]=[CH:18][CH:17]=1.[CH:28]([C:30]1[CH:31]=[C:32]([CH:36]=[CH:37][CH:38]=1)[C:33]([OH:35])=[O:34])=O>>[CH2:9]([N:8]1[C:3]2=[N:1][N:2]([CH2:26][C:16]3[C:25]4[C:20](=[CH:21][CH:22]=[CH:23][CH:24]=4)[CH:19]=[CH:18][CH:17]=3)[C:28]([C:30]3[CH:31]=[C:32]([CH:36]=[CH:37][CH:38]=3)[C:33]([OH:35])=[O:34])=[C:4]2[C:5](=[O:15])[N:6]([CH3:14])[C:7]1=[O:13])[CH:10]([CH3:11])[CH3:12]. Procedure details: This compound was made following the procedure described above, starting with 6-hydrazino-1-isobutyl-3-methylpyrimidine-2,4(1H,3H)-dione, and condensing first with 1-naphthaldehyde, followed by 3-formylbenzoic acid. Mass: 482.72 (M+H). Starting materials: NC=1C=C2C(=CNC2=CC1)C1CCN(CC1)C (5-amino-3-(1-methylpiperidin-4-yl)-1H-indole), CC1=C(SC=C1)C(=O)O (3-methyl-2-thienoic acid). Product: CC1=C(SC=C1)C(=O)NC=1C=C2C(=CNC2=CC1)C1CCN(CC1)C (5-(3-methyl-2-thienoyl)amino-3-(1-methylpiperidin-4-yl)-1H-indole). The yield is 90.5%. RXN SMILES: [NH2:1][C:2]1[CH:3]=[C:4]2[C:8](=[CH:9][CH:10]=1)[NH:7][CH:6]=[C:5]2[CH:11]1[CH2:16][CH2:15][N:14]([CH3:17])[CH2:13][CH2:12]1.[CH3:18][C:19]1[CH:23]=[CH:22][S:21][C:20]=1[C:24](O)=[O:25]>>[CH3:18][C:19]1[CH:23]=[CH:22][S:21][C:20]=1[C:24]([NH:1][C:2]1[CH:3]=[C:4]2[C:8](=[CH:9][CH:10]=1)[NH:7][CH:6]=[C:5]2[CH:11]1[CH2:16][CH2:15][N:14]([CH3:17])[CH2:13][CH2:12]1)=[O:25]. Procedure: Beginning with 7.0 mg (0.03 mMol) 5-amino-3-(1-methylpiperidin-4-yl)-1H-indole and 12.8 mg (0.09 mMol) 3-methyl-2-thienoic acid, 9.6 mg (90%) of the title compound were recovered. Reactants: C=1(O)C(O)=CC=CC1 (Catechol), C1(=CC=CC=C1)C1(CCl)CO1 (2-phenyl epichlorohydrin). Yields the product OCC1(COC2=C(O1)C=CC=C2)C2=CC=CC=C2 (2-hydroxymethyl-2-phenyl-1,4-benzodioxan). Reaction SMILES: [C:1]1([C:3](=[CH:5][CH:6]=[CH:7][CH:8]=1)[OH:4])[OH:2].[C:9]1([C:15]2([O:19][CH2:18]2)[CH2:16]Cl)[CH:14]=[CH:13][CH:12]=[CH:11][CH:10]=1>>[OH:19][CH2:18][C:15]1([C:9]2[CH:14]=[CH:13][CH:12]=[CH:11][CH:10]=2)[O:4][C:3]2[CH:5]=[CH:6][CH:7]=[CH:8][C:1]=2[O:2][CH2:16]1. Procedure details: Catechol and 2-phenyl epichlorohydrin were reacted to give the intermediate 2-hydroxymethyl-2-phenyl-1,4-benzodioxan (method (a) of Example 2) which was converted to the imidazoline compound by method (b) of Example 2. The free base was recrystallised from light petroleum (60°-80°); m.p. 114.5°-116°. The reactants are C(#N)C1=NC=CC(=N1)C=1C=C(C=CC1)C=1C2=C(N=CN1)N(C=C2C(=O)OCC)COCC[Si](C)(C)C (Ethyl 4-(3-(2-cyanopyrimidin-4-yl)phenyl)-7-((2-(trimethylsilyl)ethoxy)methyl)-7H-pyrrolo[2,3-d]pyrimidine-5-carboxylate), C(=O)(C(F)(F)F)O (TFA), [OH-].[Na+] (sodium hydroxide). Run in C(C)(=O)OCC (ethyl acetate). Reaction conditions: time 1 hour. Yields the product C(#N)C1=NC=CC(=N1)C=1C=C(C=CC1)C=1C2=C(N=CN1)NC=C2C(=O)OCC (ethyl 4-(3-(2-cyanopyrimidin-4-yl)phenyl)-7H-pyrrolo[2,3-d]pyrimidine-5-carboxylate). As a reaction SMILES: [C:1]([C:3]1[N:8]=[C:7]([C:9]2[CH:10]=[C:11]([C:15]3[C:16]4[C:23]([C:24]([O:26][CH2:27][CH3:28])=[O:25])=[CH:22][N:21](COCC[Si](C)(C)C)[C:17]=4[N:18]=[CH:19][N:20]=3)[CH:12]=[CH:13][CH:14]=2)[CH:6]=[CH:5][N:4]=1)#[N:2].C(O)(C(F)(F)F)=O.[OH-].[Na+]>C(OCC)(=O)C>[C:1]([C:3]1[N:8]=[C:7]([C:9]2[CH:10]=[C:11]([C:15]3[C:16]4[C:23]([C:24]([O:26][CH2:27][CH3:28])=[O:25])=[CH:22][NH:21][C:17]=4[N:18]=[CH:19][N:20]=3)[CH:12]=[CH:13][CH:14]=2)[CH:6]=[CH:5][N:4]=1)#[N:2] |f:2.3|. Procedure: Ethyl 4-(3-(2-cyanopyrimidin-4-yl)phenyl)-7-((2-(trimethylsilyl)ethoxy)methyl)-7H-pyrrolo[2,3-d]pyrimidine-5-carboxylate (17 mg, 0.035 mmol) was treated with TFA (500 μL) and stirred at room temperature for 1 hour. To the resulting mixture was added 1 N sodium hydroxide solution (1 mL) and ethyl acetate (3 mL), then allowed to keep stirring for 30 minutes. The organic layer was separated, and the aqueous layer was extracted with ethyl acetate (×3). The combined organic layers were concentrated u... Starting materials: COC(=O)c1ccc(C#N)c([N+](=O)[O-])c1, Cl, [Na+], C1CCOC1, [OH-], O. Yields the product N#Cc1ccc(C(=O)O)cc1[N+](=O)[O-]. Reaction SMILES: [CH3:1][O:2][C:3]([c:4]1[cH:5][c:6]([N+:12](=[O:13])[O-:14])[c:7]([C:10]#[N:11])[cH:8][cH:9]1)=[O:15].[ClH:18].[Na+:17].[O:19]1[CH2:20][CH2:21][CH2:22][CH2:23]1.[OH-:16].[OH2:24]>>[O:2]=[C:3]([c:4]1[cH:5][c:6]([N+:12](=[O:13])[O-:14])[c:7]([C:10]#[N:11])[cH:8][cH:9]1)[OH:15]. The reactants are COc1ccc(CC(Cc2ccc(OC)cc2)N2C(=O)C(C(C)O)C2OC(C)=O)cc1, CC(C)=O, O. Yields the product COc1ccc(CC(Cc2ccc(OC)cc2)N2C(=O)C(C(C)=O)C2OC(C)=O)cc1. As a reaction SMILES: [CH2:1]([c:2]1[cH:3][cH:4][c:5]([O:8][CH3:9])[cH:6][cH:7]1)[CH:10]([N:11]1[C:12](=[O:22])[CH:13]([CH:19]([CH3:20])[OH:21])[CH:14]1[O:15][C:16]([CH3:17])=[O:18])[CH2:23][c:24]1[cH:25][cH:26][c:27]([O:30][CH3:31])[cH:28][cH:29]1.[CH3:32][C:33](=[O:34])[CH3:35].[OH2:36]>>[CH2:1]([c:2]1[cH:3][cH:4][c:5]([O:8][CH3:9])[cH:6][cH:7]1)[CH:10]([N:11]1[C:12](=[O:22])[CH:13]([C:19]([CH3:20])=[O:21])[CH:14]1[O:15][C:16]([CH3:17])=[O:18])[CH2:23][c:24]1[cH:25][cH:26][c:27]([O:30][CH3:31])[cH:28][cH:29]1.